The task is: describe an organic reaction: reactants, conditions, products, and yield. This data is from the Open Reaction Database (ORD), a public repository of structured organic reaction records. The reactants are C1(=CC=CC=C1)C1=NC=C(C=N1)C(=O)O (2-phenyl-pyrimidine-5-carboxylic acid), CN(CCCN=C=NCC)C (3-(dimethylamino)propyl-3-ethylcarbodiimide), ON1N=NC2=C1C=CC=C2 (N-hydroxybenzotriazole), NN1C=NN=C1 (4-Amino-4H-1,2,4-triazole). Run in C(Cl)Cl (DCM). Reaction conditions: time 10 minute. The product is N=1N=CN(C1)NC(=O)C=1C=NC(=NC1)C1=CC=CC=C1 (2-phenyl-pyrimidine-5-carboxylic acid [1,2,4]triazol-4-ylamide). The yield is 67.6%. As a reaction SMILES: [C:1]1([C:7]2[N:12]=[CH:11][C:10]([C:13]([OH:15])=O)=[CH:9][N:8]=2)[CH:6]=[CH:5][CH:4]=[CH:3][CH:2]=1.CN(C)CCCN=C=NCC.ON1C2C=CC=CC=2N=N1.[NH2:37][N:38]1[CH:42]=[N:41][N:40]=[CH:39]1>C(Cl)Cl>[N:41]1[N:40]=[CH:39][N:38]([NH:37][C:13]([C:10]2[CH:11]=[N:12][C:7]([C:1]3[CH:2]=[CH:3][CH:4]=[CH:5][CH:6]=3)=[N:8][CH:9]=2)=[O:15])[CH:42]=1. Procedure details: To a solution of 2-phenyl-pyrimidine-5-carboxylic acid (300 mg, 1.5 mmol) in DCM (10 mL) is added 1-[3-(dimethylamino)propyl-3-ethylcarbodiimide (316 mg, 1.65 mmol) and N-hydroxybenzotriazole (223 mg, 1.65 mmol) at rt and the mixture is stirred for 10 min. 4-Amino-4H-1,2,4-triazole (252 mg, 3 mmol) is added and the mixture is stirred at rt for 3 days. The resulting precipitate is filtered, washed with DCM and water, and dried in vacuum oven at 40° C. overnight to afford 2-phenyl-pyrimidine-5-car... The reactants are NC1=C(C(=O)O)C=CC(=C1)N(CC#C)CC=1C=C2C(NC(=NC2=CC1)C)=O (o-amino-p-[N-(3,4-dihydro-2-methyl-4-oxoquinazolin-6-ylmethyl)-N-(prop-2-ynyl)amino]benzoic acid), [N+](=O)([O-])C=1C=C(CN)C=CC1 (3-nitrobenzylamine). Product: NC1=C(C(=O)NCC2=CC(=CC=C2)[N+](=O)[O-])C=CC(=C1)N(CC#C)CC=1C=C2C(NC(=NC2=CC1)C)=O (o-amino-p-[N-(3,4-dihydro-2-methyl-4-oxoquinazolin-6-ylmethyl)-N-(prop-2-ynyl)amino]-N-(3-nitrobenzyl)benzamide). The yield is 64.0%. Reaction SMILES: [NH2:1][C:2]1[CH:10]=[C:9]([N:11]([CH2:15][C:16]2[CH:17]=[C:18]3[C:23](=[CH:24][CH:25]=2)[N:22]=[C:21]([CH3:26])[NH:20][C:19]3=[O:27])[CH2:12][C:13]#[CH:14])[CH:8]=[CH:7][C:3]=1[C:4](O)=[O:5].[N+:28]([C:31]1[CH:32]=[C:33]([CH:36]=[CH:37][CH:38]=1)[CH2:34][NH2:35])([O-:30])=[O:29]>>[NH2:1][C:2]1[CH:10]=[C:9]([N:11]([CH2:15][C:16]2[CH:17]=[C:18]3[C:23](=[CH:24][CH:25]=2)[N:22]=[C:21]([CH3:26])[NH:20][C:19]3=[O:27])[CH2:12][C:13]#[CH:14])[CH:8]=[CH:7][C:3]=1[C:4]([NH:35][CH2:34][C:33]1[CH:36]=[CH:37][CH:38]=[C:31]([N+:28]([O-:30])=[O:29])[CH:32]=1)=[O:5]. Procedure details: Using the procedure described in Example 1, o-amino-p-[N-(3,4-dihydro-2-methyl-4-oxoquinazolin-6-ylmethyl)-N-(prop-2-ynyl)amino]benzoic acid was reacted with 3-nitrobenzylamine to give o-amino-p-[N-(3,4-dihydro-2-methyl-4-oxoquinazolin-6-ylmethyl)-N-(prop-2-ynyl)amino]-N-(3-nitrobenzyl)benzamide in 64% yield, m.p. 86°-92° C. The reactants are B, C1CCOC1, CO, CNc1ncccc1C#N, Cl, C1CCOC1. The product is CNc1ncccc1CN. Reaction SMILES: [BH3:1].[CH2:2]1[O:3][CH2:4][CH2:5][CH2:6]1.[CH3:17][OH:18].[CH3:7][NH:8][c:9]1[c:10]([C:11]#[N:12])[cH:13][cH:14][cH:15][n:16]1.[ClH:19].[O:20]1[CH2:21][CH2:22][CH2:23][CH2:24]1>>[CH3:7][NH:8][c:9]1[c:10]([CH2:11][NH2:12])[cH:13][cH:14][cH:15][n:16]1.